This data is from the Open Reaction Database (ORD), a public repository of structured organic reaction records. The task is: describe an organic reaction: reactants, conditions, products, and yield Starting materials: [Br-], CC1(C)Oc2ccsc2C(O)C1Br, CN(C)C=O, [H-], [K+], NC(=O)c1ccc([N+](=O)[O-])cc1, [Na+], O, CC1(C)Oc2ccsc2C(N2CCCC2=O)C1O. Product: CC1(C)Oc2ccsc2C(NC(=O)c2ccc([N+](=O)[O-])cc2)C1O. Reaction SMILES: [Br-:46].[Br:1][CH:2]1[C:3]([CH3:4])([CH3:5])[O:6][c:7]2[cH:8][cH:9][s:10][c:11]2[CH:12]1[OH:13].[CH3:48][N:49]([CH3:50])[CH:51]=[O:52].[H-:26].[K+:47].[N+:14](=[O:15])([O-:16])[c:17]1[cH:18][cH:19][c:20]([C:21](=[O:22])[NH2:23])[cH:24][cH:25]1.[Na+:27].[OH2:53].[OH:28][CH:29]1[CH:30]([N:40]2[CH2:41][CH2:42][CH2:43][C:44]2=[O:45])[c:31]2[c:32]([cH:37][cH:38][s:39]2)[O:33][C:34]1([CH3:35])[CH3:36]>>[N+:14](=[O:15])([O-:16])[c:17]1[cH:18][cH:19][c:20]([C:21](=[O:22])[NH:23][CH:30]2[CH:29]([OH:28])[C:34]([CH3:35])([CH3:36])[O:33][c:32]3[c:31]2[s:39][cH:38][cH:37]3)[cH:24][cH:25]1. Starting materials: ClC1=C(C=C(C=C1[N+](=O)[O-])F)[N+](=O)[O-] (2-chloro-5-fluoro-1,3-dinitrobenzene), CN (methylamine). Run in C1CCOC1 (THF), C1CCOC1 (THF). Conditions: time 45 minute. Product: FC1=CC(=C(NC)C(=C1)[N+](=O)[O-])[N+](=O)[O-] (4-Fluoro-N-methyl-2,6-dinitroaniline). Yield: 98.7%. Reaction SMILES: Cl[C:2]1[C:7]([N+:8]([O-:10])=[O:9])=[CH:6][C:5]([F:11])=[CH:4][C:3]=1[N+:12]([O-:14])=[O:13].[CH3:15][NH2:16]>C1COCC1>[F:11][C:5]1[CH:6]=[C:7]([N+:8]([O-:10])=[O:9])[C:2]([NH:16][CH3:15])=[C:3]([N+:12]([O-:14])=[O:13])[CH:4]=1. Reported procedure: To 1.35 g (6.12 mmol) of 2-chloro-5-fluoro-1,3-dinitrobenzene in 20 mL of THF at 0° C. was added 6.1 mL (12 mmol) of 2N methylamine in THF. The cold bath was removed and the reaction was stirred at room temperature for 45 minutes. The solution was concentrated, diluted with ether and washed with saturated sodium bicarbonate solution. The resulting organic solution was dried over sodium sulfate, filtered and concentrated giving 1.30 g (99%) of the title compound as a bright orange powder. The reactants are C=CCOc1ccccc1C(=O)C1=CN2CCc3c([nH]c4ccc(OCC(=O)NCCCCNC(=O)C(C)(C)C)cc34)C2(C(=O)OC)C(C(=O)OC)=C1, Cc1ccccc1, CO, ClC(Cl)Cl, ClCCl, O=C(O)C(F)(F)F. The product is C=CCOc1ccccc1C(=O)C1=CN2CCc3c([nH]c4ccc(OCC(=O)NCCCCN)cc34)C2(C(=O)OC)C(C(=O)OC)=C1. As a reaction SMILES: [CH2:1]([CH:2]=[CH2:3])[O:4][c:5]1[c:6]([C:7](=[O:8])[C:9]2=[CH:10][N:11]3[CH2:12][CH2:13][c:14]4[c:15]([nH:27][c:28]5[cH:29][cH:30][c:31]([O:34][CH2:35][C:36]([NH:37][CH2:38][CH2:39][CH2:40][CH2:41][NH:42][C:43](=[O:44])[C:45]([CH3:46])([CH3:47])[CH3:48])=[O:49])[cH:32][c:33]45)[C:16]3([C:23](=[O:24])[O:25][CH3:26])[C:17]([C:19](=[O:20])[O:21][CH3:22])=[CH:18]2)[cH:50][cH:51][cH:52][cH:53]1.[CH3:54][c:55]1[cH:56][cH:57][cH:58][cH:59][cH:60]1.[CH3:61][OH:62].[CH:63]([Cl:64])([Cl:65])[Cl:66].[Cl:74][CH2:75][Cl:76].[F:67][C:68]([F:69])([F:70])[C:71]([OH:72])=[O:73]>>[CH2:1]([CH:2]=[CH2:3])[O:4][c:5]1[c:6]([C:7](=[O:8])[C:9]2=[CH:10][N:11]3[CH2:12][CH2:13][c:14]4[c:15]([nH:27][c:28]5[cH:29][cH:30][c:31]([O:34][CH2:35][C:36]([NH:37][CH2:38][CH2:39][CH2:40][CH2:41][NH2:42])=[O:49])[cH:32][c:33]45)[C:16]3([C:23](=[O:24])[O:25][CH3:26])[C:17]([C:19](=[O:20])[O:21][CH3:22])=[CH:18]2)[cH:50][cH:51][cH:52][cH:53]1. Starting materials: C(C)(C)(C)OC(=O)C1=C(SC=2CN(C(CC21)CNC(C(=O)C2=CNC1=CC=CC=C21)=O)CC2=CC=C(C=C2)OC)NC(C(=O)OC(C)(C)C)=O (2-(tert-Butyoxyoxalyl-amino)-5-((2-(1H-indol-3-yl)-2-oxo-acetylamino)methyl)-6-(4-methoxy-benzyl)-4,5,6,7-tetrahydro-thieno[2,3-c]pyridine-3-carboxylic acid tert-butyl ester). Reagents/catalysts: [Ni] (Nickel). Solvent: O1CCCC1 (tetrahydrofuran). Reaction conditions: time 18 hour. Product: C(C)(C)(C)OC(=O)C1=C(SC=2CNC(CC21)CNC(C(=O)C2=CNC1=CC=CC=C21)=O)NC(C(=O)OC(C)(C)C)=O (2-(tert-butyoxyoxalyl-amino)-5-((2-(1H-indol-3-yl)-2-oxo-acetylamino)methyl)-4,5,6,7-tetrahydro-thieno[2,3-c]pyridine-3-carboxylic acid tert-butyl ester). RXN SMILES: [C:1]([O:5][C:6]([C:8]1[C:16]2[CH2:15][CH:14]([CH2:17][NH:18][C:19](=[O:31])[C:20]([C:22]3[C:30]4[C:25](=[CH:26][CH:27]=[CH:28][CH:29]=4)[NH:24][CH:23]=3)=[O:21])[N:13](CC3C=CC(OC)=CC=3)[CH2:12][C:11]=2[S:10][C:9]=1[NH:41][C:42](=[O:50])[C:43]([O:45][C:46]([CH3:49])([CH3:48])[CH3:47])=[O:44])=[O:7])([CH3:4])([CH3:3])[CH3:2]>O1CCCC1.[Ni]>[C:1]([O:5][C:6]([C:8]1[C:16]2[CH2:15][CH:14]([CH2:17][NH:18][C:19](=[O:31])[C:20]([C:22]3[C:30]4[C:25](=[CH:26][CH:27]=[CH:28][CH:29]=4)[NH:24][CH:23]=3)=[O:21])[NH:13][CH2:12][C:11]=2[S:10][C:9]=1[NH:41][C:42](=[O:50])[C:43]([O:45][C:46]([CH3:49])([CH3:48])[CH3:47])=[O:44])=[O:7])([CH3:3])([CH3:4])[CH3:2]. Reported procedure: 2-(tert-Butyoxyoxalyl-amino)-5-((2-(1H-indol-3-yl)-2-oxo-acetylamino)methyl)-6-(4-methoxy-benzyl)-4,5,6,7-tetrahydro-thieno[2,3-c]pyridine-3-carboxylic acid tert-butyl ester (101 mg, 0.143 mmol) was dissolved in dry tetrahydrofuran (6 ml) and passed through a pipette, plugged with cotton containing Raney 2800 Nickel (0.38 g). The pipette was flushed with dry tetrahydrofuran (6 ml) and the filtrate was concentrated in vacuo. Pd on carbon (10%, 102 mg, source: Avocado) and formic acid (10% in meth... Reactants: [BH4-], COC(C)(C)C, CO, COC(=O)C(C)Nc1ccc(F)c(F)c1F, [Na+], O. Product: CC(CO)Nc1ccc(F)c(F)c1F. Reaction SMILES: [BH4-:1].[C:22]([O:23][CH3:24])([CH3:25])([CH3:26])[CH3:27].[CH3:19][OH:20].[F:3][c:4]1[c:5]([NH:6][CH:7]([C:8](=[O:9])[O:10][CH3:11])[CH3:12])[cH:13][cH:14][c:15]([F:18])[c:16]1[F:17].[Na+:2].[OH2:21]>>[F:3][c:4]1[c:5]([NH:6][CH:7]([CH2:8][OH:9])[CH3:12])[cH:13][cH:14][c:15]([F:18])[c:16]1[F:17]. Starting materials: ClCCCl, O, SCCCS, Cc1ccc(S(=O)(=O)O)cc1, O=Cc1ccccn1. Yields the product c1ccc(C2SCCCS2)nc1. As a reaction SMILES: [Cl:26][CH2:27][CH2:28][Cl:29].[OH2:25].[SH:9][CH2:10][CH2:11][CH2:12][SH:13].[c:14]1([CH3:15])[cH:16][cH:17][c:18]([S:19]([OH:20])(=[O:21])=[O:22])[cH:23][cH:24]1.[n:1]1[c:2]([CH:7]=[O:8])[cH:3][cH:4][cH:5][cH:6]1>>[n:1]1[c:2]([CH:7]2[S:9][CH2:10][CH2:11][CH2:12][S:13]2)[cH:3][cH:4][cH:5][cH:6]1. RXN SMILES: [CH2:63]1[O:64][CH2:65][CH2:66][CH2:67]1.[CH3:42][CH2:43][N:44]=[C:45]=[N:46][CH2:47][CH2:48][CH2:49][N:50]([CH3:51])[CH3:52].[Cl:68][CH2:69][Cl:70].[OH:1][CH2:2][CH2:3][CH2:4][CH2:5][S:6][c:7]1[cH:8][cH:9][c:10](-[c:13]2[n:14][c:15]([NH:19][c:20]3[cH:21][cH:22][c:23]([C:24](=[O:25])[OH:26])[cH:27][cH:28]3)[n:16][cH:17][cH:18]2)[cH:11][cH:12]1.[OH:53][n:54]1[c:55]2[c:56]([cH:57][cH:58][cH:59][cH:60]2)[n:61][n:62]1.[o:29]1[c:30]([C:34](=[O:35])[N:36]2[CH2:37][CH2:38][NH:39][CH2:40][CH2:41]2)[cH:31][cH:32][cH:33]1>>[OH:1][CH2:2][CH2:3][CH2:4][CH2:5][S:6][c:7]1[cH:8][cH:9][c:10](-[c:13]2[n:14][c:15]([NH:19][c:20]3[cH:21][cH:22][c:23]([C:24](=[O:25])[N:39]4[CH2:38][CH2:37][N:36]([C:34]([c:30]5[o:29][cH:33][cH:32][cH:31]5)=[O:35])[CH2:41][CH2:40]4)[cH:27][cH:28]3)[n:16][cH:17][cH:18]2)[cH:11][cH:12]1. Starting materials: C1CCOC1, CCN=C=NCCCN(C)C, ClCCl, O=C(O)c1ccc(Nc2nccc(-c3ccc(SCCCCO)cc3)n2)cc1, On1nnc2ccccc21, O=C(c1ccco1)N1CCNCC1. Yields the product O=C(c1ccc(Nc2nccc(-c3ccc(SCCCCO)cc3)n2)cc1)N1CCN(C(=O)c2ccco2)CC1.